Dataset: the Open Reaction Database (ORD), a public repository of structured organic reaction records. Task: describe an organic reaction: reactants, conditions, products, and yield Reactants: CO, CN1CCCc2cccc(NC(=O)OC(C)(C)C)c21, Cl. Product: CN1CCCc2cccc(N)c21. As a reaction SMILES: [CH3:21][OH:22].[CH3:2][N:3]1[CH2:4][CH2:5][CH2:6][c:7]2[cH:8][cH:9][cH:10][c:11]([NH:13][C:14]([O:15][C:16]([CH3:17])([CH3:18])[CH3:19])=[O:20])[c:12]21.[ClH:1]>>[CH3:2][N:3]1[CH2:4][CH2:5][CH2:6][c:7]2[cH:8][cH:9][cH:10][c:11]([NH2:13])[c:12]21. Reactants: CC1=NN(C(=C1C1=CC=CC=C1)C)C1=CC=C(C=N1)CCNC(OC1=CC=CC=C1)=O (phenyl 2-[6-(3,5-dimethyl-4-phenyl-1H-pyrazol-1-yl)pyridin-3-yl]ethylcarbamate), C1(=CC(=CC=C1)S(=O)(=O)N)S(=O)(=O)N (1,3-benzenedisulfonamide). The product is CC1=NN(C(=C1C1=CC=CC=C1)C)C1=CC=C(C=N1)CCNC(=O)NS(=O)(=O)C1=CC(=CC=C1)S(=O)(=O)N (N-[({2-[6-(3,5-dimethyl-4-phenyl-1H-pyrazol-1-yl)pyridin-3-yl]ethyl}amino)carbonyl]benzene-1,3-disulfonamide). RXN SMILES: [CH3:1][C:2]1[C:6]([C:7]2[CH:12]=[CH:11][CH:10]=[CH:9][CH:8]=2)=[C:5]([CH3:13])[N:4]([C:14]2[N:19]=[CH:18][C:17]([CH2:20][CH2:21][NH:22][C:23](=[O:31])OC3C=CC=CC=3)=[CH:16][CH:15]=2)[N:3]=1.[C:32]1([S:42]([NH2:45])(=[O:44])=[O:43])[CH:37]=[CH:36][CH:35]=[C:34]([S:38]([NH2:41])(=[O:40])=[O:39])[CH:33]=1>>[CH3:1][C:2]1[C:6]([C:7]2[CH:8]=[CH:9][CH:10]=[CH:11][CH:12]=2)=[C:5]([CH3:13])[N:4]([C:14]2[N:19]=[CH:18][C:17]([CH2:20][CH2:21][NH:22][C:23]([NH:45][S:42]([C:32]3[CH:37]=[CH:36][CH:35]=[C:34]([S:38]([NH2:41])(=[O:40])=[O:39])[CH:33]=3)(=[O:44])=[O:43])=[O:31])=[CH:16][CH:15]=2)[N:3]=1. Reported procedure: The title compound was prepared according to the procedure described in step 1 of Example 42 from phenyl 2-[6-(3,5-dimethyl-4-phenyl-1H-pyrazol-1-yl)pyridin-3-yl]ethylcarbamate (step 5 of Example 83) and 1,3-benzenedisulfonamide: 1H-NMR (CDCl3) δ 8.48-8.43 (1H, m), 8.10-7.76 (3H, m), 7.48-7.20 (8H, m), 6.61 (1H, br.s), 3.43-3.24 (2H, m), 2.73-2.59 (2H, m), 2.37 (3H, s), 2.25 (3H, s). The reactants are C(CC)NC1CC2=CC=C(C(=C2CC1)N)OC (2-propylamino-5-amino-6-methoxy-1,2,3,4-tetrahydronaphthalene), Br (hydrobromic acid). The product is Br.C(CC)NC1CC2=CC=C(C(=C2CC1)N)O (2-Propylamino-5-amino-6-hydroxy-1,2,3,4-tetrahydronaphthalene hydrobromide). Reaction SMILES: [CH2:1]([NH:4][CH:5]1[CH2:14][CH2:13][C:12]2[C:7](=[CH:8][CH:9]=[C:10]([O:16]C)[C:11]=2[NH2:15])[CH2:6]1)[CH2:2][CH3:3].[BrH:18]>>[BrH:18].[CH2:1]([NH:4][CH:5]1[CH2:14][CH2:13][C:12]2[C:7](=[CH:8][CH:9]=[C:10]([OH:16])[C:11]=2[NH2:15])[CH2:6]1)[CH2:2][CH3:3] |f:2.3|. Procedure: 50 ml of 48% hydrobromic acid containing 1.5 g of 2-propylamino-5-amino-6-methoxy-1,2,3,4-tetrahydronaphthalene are heated under reflux for 10 hours. 1.8 g of the dihydrobromide are then collected by concentrating the reaction medium. By following the procedure of Example 2(c), 1.19 g of the monohydrobromide are collected, melting at 280° C.